This data is from the Open Reaction Database (ORD), a public repository of structured organic reaction records. The task is: describe an organic reaction: reactants, conditions, products, and yield The reactants are C(C1=CC=CC=C1)(=O)Cl (benzoyl chloride), C(C(=O)O)(=O)O.CC(C)(C)NN (1,1-dimethylethylhydrazine oxalate). Solvent: [OH-].[Na+] (sodium hydroxide), CCCCCC (hexane), C1(=CC=CC=C1)C (toluene), [OH-].[Na+] (sodium hydroxide). Conditions: time 3 hour. The product is CC(C)(C)N(NC(C1=CC=CC=C1)=O)C(C1=CC=CC=C1)=O (N'-(1,1-dimethylethyl)-N,N'-dibenzoylhydrazine). Isolated yield 15.0%. Reaction SMILES: [C:1]([OH:6])(=O)[C:2](O)=O.[CH3:7][C:8]([NH:11][NH2:12])([CH3:10])[CH3:9].[C:13](Cl)(=[O:20])[C:14]1[CH:19]=[CH:18][CH:17]=[CH:16][CH:15]=1>C1(C)C=CC=CC=1.[OH-].[Na+].CCCCCC>[CH3:7][C:8]([N:11]([C:1](=[O:6])[C:2]1[CH:18]=[CH:19][CH:14]=[CH:15][CH:16]=1)[NH:12][C:13](=[O:20])[C:14]1[CH:19]=[CH:18][CH:17]=[CH:16][CH:15]=1)([CH3:10])[CH3:9] |f:0.1,4.5|. Procedure: The 1,1-dimethylethylhydrazine oxalate (2 g) was dissolved in toluene and neutralized with 50% aqueous sodium hydroxide. To this solution was added benzoyl chloride (4.02 g) and sodium hydroxide (50% Aq. solution) (2.45 g) at 25° C. The reaction mixture was warmed to room temperature and stirred 3 hours. The mixture was diluted with hexane and filtered to afford the product as a white solid (0.5 g).